This data is from the Open Reaction Database (ORD), a public repository of structured organic reaction records. The task is: describe an organic reaction: reactants, conditions, products, and yield The reactants are [OH-].[Na+] (sodium hydroxide), P(Cl)(Cl)(Cl)(Cl)Cl (Phosphorus pentachloride), CS(=O)(=O)O (methanesulfonic acid), NC1=NC(=CC=C1N)C1=CC=CC=C1 (2,3-diamino-6-phenylpyridine), COC=1C=C(C(=O)O)C=CC1 (3-methoxybenzoic acid). Conditions: temperature 120 celsius, time 1 hour. Yields the product C1(=CC=CC=C1)C1=CC=C2C(=N1)N=C(N2)C2=CC(=CC=C2)OC (5-phenyl-2-(3-methoxyphenyl)-1H-imidazo[4,5-b]pyridine). Yield: 55.3%. RXN SMILES: P(Cl)(Cl)(Cl)(Cl)Cl.CS(O)(=O)=O.[NH2:12][C:13]1[C:18]([NH2:19])=[CH:17][CH:16]=[C:15]([C:20]2[CH:25]=[CH:24][CH:23]=[CH:22][CH:21]=2)[N:14]=1.[CH3:26][O:27][C:28]1[CH:29]=[C:30]([CH:34]=[CH:35][CH:36]=1)[C:31](O)=O.[OH-].[Na+]>>[C:20]1([C:15]2[N:14]=[C:13]3[N:12]=[C:31]([C:30]4[CH:34]=[CH:35][CH:36]=[C:28]([O:27][CH3:26])[CH:29]=4)[NH:19][C:18]3=[CH:17][CH:16]=2)[CH:25]=[CH:24][CH:23]=[CH:22][CH:21]=1 |f:4.5|. Reported procedure: Phosphorus pentachloride (0.5 g) was added to methanesulfonic acid (2 ml), and the mixture was stirred at 120° C. for 1 hour to make a solution. To the solution were added 2,3-diamino-6-phenylpyridine (Compound of Reference Example 113) (0.2 g) and 3-methoxybenzoic acid (0.17 g), and the mixture was stirred at 120° C. for 1 hour. The reaction mixture was poured onto ice, neutralized with 8 N sodium hydroxide solution and extracted with ethyl acetate-tetrahydrofuran (3:1, v/v). The organic layer ... Run at temperature 170 celsius, time 8 hour. Product: C1(=CC=CC=C1)N1NC(C(=C1)C1=CC=NC=C1)=O (1-Phenyl-4-pyridin-4-yl-1,2-dihydro-3H-pyrazol-3-one). RXN SMILES: [C:1]1([NH:7][NH:8][C:9](=[O:17])[CH2:10][C:11]2[CH:16]=[CH:15][N:14]=[CH:13][CH:12]=2)[CH:6]=[CH:5][CH:4]=[CH:3][CH:2]=1.[H-].[Ca+2].[H-].[CH3:21]N(C)C=O>>[C:1]1([N:7]2[CH:21]=[C:10]([C:11]3[CH:12]=[CH:13][N:14]=[CH:15][CH:16]=3)[C:9](=[O:17])[NH:8]2)[CH:6]=[CH:5][CH:4]=[CH:3][CH:2]=1 |f:1.2.3|. Reported procedure: N′-Phenyl-2-pyridin-4-ylacetohydrazide (460 mg, 2.02 mmol) and calcium hydride (141 mg, 3.34 mmol) were dissolved in dimethylformamide (8 mL) and heated at 170° C. After 8 h, the reaction cooled to ambient temperature and was filtered. The mixture was concentrated and redissolved in dichloromethane (50 mL). The precipitate was filtered and dried under high vacuum overnight to give the desired product. MS 238.04 (M+1) The reactants are C1(=CC=CC=C1)NNC(CC1=CC=NC=C1)=O (N′-Phenyl-2-pyridin-4-ylacetohydrazide), [H-].[Ca+2].[H-] (calcium hydride), CN(C=O)C (dimethylformamide). Procedure details: Cyclohexane was charged to a 26-oz. beverage bottle equipped with a perforated Crown cap over a self-sealing rubber gasket, and the bottle and cyclohexane were then purged with nitrogen. Styrene and tetrahydrofuran were added and then the n-butyllithium was added. The temperature was adjusted to 70° C. and the bottle and its contents were tumbled in a constant temperature bath for 20 to 30 minutes, after which time the styrene polymerization was essentially complete. 1,3-Butadiene was then charg... Conditions: time 25 minute. Solvent: C1CCCCC1 (Cyclohexane). The reactants are C=CC=C (1,3-Butadiene), C1(CCCCCO1)=O (Epsilon-caprolactone), C1(CCCCCO1)=O (epsilon-caprolactone), C=CC=C (1,3-butadiene), C1C(C)O1 (Propylene oxide). As a reaction SMILES: [CH2:1]=[CH:2][CH:3]=[CH2:4].[CH2:5]1O[CH:6]1[CH3:7].[C:9]1(=[O:16])[O:15][CH2:14][CH2:13][CH2:12][CH2:11][CH2:10]1>C1CCCCC1>[CH2:1]=[CH:2][CH:3]=[CH2:4].[CH2:7]=[CH:6][C:5]1[CH:13]=[CH:12][CH:11]=[CH:10][CH:9]=1.[C:9]1(=[O:16])[O:15][CH2:14][CH2:13][CH2:12][CH2:11][CH2:10]1 |f:4.5.6|. Yields the product C=CC=C.C=CC1=CC=CC=C1.C1(CCCCCO1)=O (styrene-butadiene epsilon-caprolactone). The reactants are [BH4-], [BH3-]C#N, CCO, CCOC(=O)c1sc(Cl)nc1C(F)(F)F, [Na+], [Na+]. The product is OCc1sc(Cl)nc1C(F)(F)F. As a reaction SMILES: [BH4-:20].[C:16]([BH3-:17])#[N:18].[CH3:22][CH2:23][OH:24].[Cl:1][c:2]1[s:3][c:4]([C:11](=[O:12])[O:13][CH2:14][CH3:15])[c:5]([C:7]([F:8])([F:9])[F:10])[n:6]1.[Na+:19].[Na+:21]>>[Cl:1][c:2]1[s:3][c:4]([CH2:11][OH:12])[c:5]([C:7]([F:8])([F:9])[F:10])[n:6]1. The reactants are O=C1OC(=O)c2cc(Br)ccc21, CC(C)CN, Cc1ccccc1, Cc1ccc(S(=O)(=O)O)cc1. The product is CC(C)CN1C(=O)c2ccc(Br)cc2C1=O. Reaction SMILES: [Br:1][c:2]1[cH:3][c:4]2[c:5]([cH:11][cH:12]1)[C:6](=[O:7])[O:8][C:9]2=[O:10].[CH2:13]([CH:14]([CH3:15])[CH3:16])[NH2:17].[CH3:29][c:30]1[cH:31][cH:32][cH:33][cH:34][cH:35]1.[c:18]1([CH3:19])[cH:20][cH:21][c:22]([S:23]([OH:24])(=[O:25])=[O:26])[cH:27][cH:28]1>>[Br:1][c:2]1[cH:3][c:4]2[c:5]([cH:11][cH:12]1)[C:6](=[O:8])[N:17]([CH2:13][CH:14]([CH3:15])[CH3:16])[C:9]2=[O:10]. Starting materials: CSC1=NN2C(C(=N1)SC)=NC=C2 (2,4-bis(methylthio)imidazo[2,1-f][1,2,4]triazine), BrN1C(CCC1=O)=O (1-bromopyrrolidine-2,5-dione). The solvent is CN(C)C=O (DMF), O (water). Conditions: time 2 hour. The product is BrC1=CN=C2C(=NC(=NN21)SC)SC (7-bromo-2,4-bis(methylthio)imidazo[2,1-f][1,2,4]triazine). The yield is 63.8%. Reaction SMILES: [CH3:1][S:2][C:3]1[N:8]=[C:7]([S:9][CH3:10])[C:6]2=[N:11][CH:12]=[CH:13][N:5]2[N:4]=1.[Br:14]N1C(=O)CCC1=O>CN(C=O)C.O>[Br:14][C:13]1[N:5]2[C:6]([C:7]([S:9][CH3:10])=[N:8][C:3]([S:2][CH3:1])=[N:4]2)=[N:11][CH:12]=1. Procedure: A mixture of 2,4-bis(methylthio)imidazo[2,1-f][1,2,4]triazine (5.27 g, 24.82 mmol) and 1-bromopyrrolidine-2,5-dione (6.19 g, 34.8 mmol) in DMF (15 mL) was stirred at room temperature for 2 hours. The reaction was diluted with water, and the product extracted with dichloromethane (3×50 mL). The organic layer was washed with brine, dried and concentrated. The crude product mixture was purified via ISCO (0-50% of ethyl acetate/dichloromethane in 10 minutes, 80 g silica column) to give the pure prod... The reactants are FC(C1=CC(=CC=C1)C1=NSC=C1C(=O)Cl)(F)F (3-(α,α,α-trifluoro-m-tolyl)-4-isothiazolecarbonyl chloride), FC(CO)(F)F (2,2,2-trifluoroethanol). Conditions: time 8 hour. Product: FC(C1=CC(=CC=C1)C1=NSC=C1C(=O)OCC(F)(F)F)(F)F (3-(α,α,α-Trifluoro-m-Tolyl)-4-Isothiazolecarboxylic Acid, 2,2,2-Trifluoroethyl Ester). Yield: 88.0%. RXN SMILES: [F:1][C:2]([F:18])([F:17])[C:3]1[CH:8]=[CH:7][CH:6]=[C:5]([C:9]2[C:13]([C:14](Cl)=[O:15])=[CH:12][S:11][N:10]=2)[CH:4]=1.[F:19][C:20]([F:24])([F:23])[CH2:21][OH:22]>>[F:1][C:2]([F:18])([F:17])[C:3]1[CH:8]=[CH:7][CH:6]=[C:5]([C:9]2[C:13]([C:14]([O:22][CH2:21][C:20]([F:24])([F:23])[F:19])=[O:15])=[CH:12][S:11][N:10]=2)[CH:4]=1. Procedure details: A solution of 2.50 g (0.00856 mol) of 3-(α,α,α-trifluoro-m-tolyl)-4-isothiazolecarbonyl chloride and 50 ml of 2,2,2-trifluoroethanol was held at reflux for 40 minutes, was allowed to stand overnight, and was concentrated under vacuum (to 90° at 0.1 torr) to give 2.68 g (88%) of oil, nD24 =1.4976.